From a dataset of the Open Reaction Database (ORD), a public repository of structured organic reaction records. describe an organic reaction: reactants, conditions, products, and yield Starting materials: ClC1=NC=CC(=C1)C (2-chloro-4-methylpyridine), FC1=CC=C(C(=O)OCC)C=C1 (ethyl 4-fluorobenzoate). Yields the product ClC1=NC=CC(=C1)CC(=O)C1=CC=C(C=C1)F (2-(2-Chloropyridin-4-yl)-1-(4-fluorophenyl)ethanone). RXN SMILES: [Cl:1][C:2]1[CH:7]=[C:6]([CH3:8])[CH:5]=[CH:4][N:3]=1.[F:9][C:10]1[CH:20]=[CH:19][C:13]([C:14](OCC)=[O:15])=[CH:12][CH:11]=1>>[Cl:1][C:2]1[CH:7]=[C:6]([CH2:8][C:14]([C:13]2[CH:19]=[CH:20][C:10]([F:9])=[CH:11][CH:12]=2)=[O:15])[CH:5]=[CH:4][N:3]=1. Procedure details: Following a similar procedure to that described in reference example 19, but starting from 2-chloro-4-methylpyridine and ethyl 4-fluorobenzoate, the title compound was obtained. The reactants are B(O)(O)C1=C(C=CC=C1)S(=O)(=O)N(COCCOC)C1=C(C(=NO1)C)C (2-borono-N-(3,4-dimethyl-5-isoxazolyl)-N-[(2-methoxyethoxy)methyl]-benzenesulfonamide), C([O-])([O-])=O.[Na+].[Na+] (sodium carbonate), BrC1=C(C=C(C=C1)C=1OC=CN1)CC=1OC=CN1 (2-[4-Bromo-3-(2-oxazolylmethyl)phenyl]oxazole), CCO (EtOH). The reagents and catalysts are C=1C=CC(=CC1)[P](C=2C=CC=CC2)(C=3C=CC=CC3)[Pd]([P](C=4C=CC=CC4)(C=5C=CC=CC5)C=6C=CC=CC6)([P](C=7C=CC=CC7)(C=8C=CC=CC8)C=9C=CC=CC9)[P](C=1C=CC=CC1)(C=1C=CC=CC1)C=1C=CC=CC1 (tetrakis(triphenylphosphine)palladium(0)). The solvent is C1(=CC=CC=C1)C (toluene), CCOC(=O)C (EtOAc). Reaction conditions: temperature 75 celsius. Product: CC1=NOC(=C1C)N(S(=O)(=O)C=1C(=CC=CC1)C1=C(C=C(C=C1)C=1OC=CN1)CC=1OC=CN1)COCCOC (N-(3,4-Dimethyl-5-isoxazolyl)-N-[(2-methoxyethoxy)methyl]-4'-(2-oxazolyl)-2'-(2-oxazolylmethyl)[1,1'-biphenyl]-2-sulfonamide). Reaction SMILES: B([C:4]1[CH:9]=[CH:8][CH:7]=[CH:6][C:5]=1[S:10]([N:13]([C:20]1[O:24][N:23]=[C:22]([CH3:25])[C:21]=1[CH3:26])[CH2:14][O:15][CH2:16][CH2:17][O:18][CH3:19])(=[O:12])=[O:11])(O)O.Br[C:28]1[CH:33]=[CH:32][C:31]([C:34]2[O:35][CH:36]=[CH:37][N:38]=2)=[CH:30][C:29]=1[CH2:39][C:40]1[O:41][CH:42]=[CH:43][N:44]=1.CCO.C(=O)([O-])[O-].[Na+].[Na+]>C1(C)C=CC=CC=1.CCOC(C)=O.C1C=CC([P]([Pd]([P](C2C=CC=CC=2)(C2C=CC=CC=2)C2C=CC=CC=2)([P](C2C=CC=CC=2)(C2C=CC=CC=2)C2C=CC=CC=2)[P](C2C=CC=CC=2)(C2C=CC=CC=2)C2C=CC=CC=2)(C2C=CC=CC=2)C2C=CC=CC=2)=CC=1>[CH3:25][C:22]1[C:21]([CH3:26])=[C:20]([N:13]([CH2:14][O:15][CH2:16][CH2:17][O:18][CH3:19])[S:10]([C:5]2[C:4]([C:28]3[CH:33]=[CH:32][C:31]([C:34]4[O:35][CH:36]=[CH:37][N:38]=4)=[CH:30][C:29]=3[CH2:39][C:40]3[O:41][CH:42]=[CH:43][N:44]=3)=[CH:9][CH:8]=[CH:7][CH:6]=2)(=[O:12])=[O:11])[O:24][N:23]=1 |f:3.4.5,^1:70,72,91,110|. Procedure: To a solution of 2-borono-N-(3,4-dimethyl-5-isoxazolyl)-N-[(2-methoxyethoxy)methyl]-benzenesulfonamide (472 mg, 1.3 mmol, prepared as described in Step (B) of Example 1), the title compound of Step (D) of this Example (250 mg, 0.82 mmol) in 8 ml of toluene and 6.4 ml of 95% EtOH under argon, tetrakis(triphenylphosphine)palladium(0) (95 mg, 0.082 mmol) was added and followed by 4.8 ml of 2M aq. sodium carbonate. The reaction mixture was heated at 75° C. for 4 hrs, cooled and diluted with 50 ml of... The reactants are CC(C)([O-])C.[K+] (Potassium tert. butoxide), C1(=CC=CC=C1)S(=O)(=O)NC=1C=C(C=CC1)[C@H](CNC(CCN1C=CC2=CC(=CC=C12)C(=O)O)(C)C)O (1-{3-[(R)-2-[3-(phenylsulphonylamino)-phenyl]-2-hydroxy-ethylamino]-3-methyl-butyl}-1H-indole-5-carboxylic acid), Cl.C(C)(C)N(CCCl)C(C)C (2-diisopropylamino-ethyl chloride hydrochloride). Solvent: C(C)(=O)OCC (ethyl acetate), CN(C)C=O (DMF). Conditions: time 10 minute. Product: C1(=CC=CC=C1)S(=O)(=O)NC=1C=C(C=CC1)[C@H](CNC(CCN1C=CC2=CC(=CC=C12)C(=O)OCCN(C(C)C)C(C)C)(C)C)O ((2-Diisopropylamino-ethyl) 1-{3-[(R)-2-[3-(phenylsulphonylamino)-phenyl]-2-hydroxy-ethylamino]-3-methyl-butyl}-1H-indole-5-carboxylate). RXN SMILES: CC(C)([O-])C.[K+].[C:7]1([S:13]([NH:16][C:17]2[CH:18]=[C:19]([C@@H:23]([OH:43])[CH2:24][NH:25][C:26]([CH3:42])([CH3:41])[CH2:27][CH2:28][N:29]3[C:37]4[C:32](=[CH:33][C:34]([C:38]([OH:40])=[O:39])=[CH:35][CH:36]=4)[CH:31]=[CH:30]3)[CH:20]=[CH:21][CH:22]=2)(=[O:15])=[O:14])[CH:12]=[CH:11][CH:10]=[CH:9][CH:8]=1.Cl.[CH:45]([N:48]([CH:52]([CH3:54])[CH3:53])[CH2:49][CH2:50]Cl)([CH3:47])[CH3:46]>CN(C=O)C.C(OCC)(=O)C>[C:7]1([S:13]([NH:16][C:17]2[CH:18]=[C:19]([C@@H:23]([OH:43])[CH2:24][NH:25][C:26]([CH3:41])([CH3:42])[CH2:27][CH2:28][N:29]3[C:37]4[C:32](=[CH:33][C:34]([C:38]([O:40][CH2:50][CH2:49][N:48]([CH:52]([CH3:54])[CH3:53])[CH:45]([CH3:47])[CH3:46])=[O:39])=[CH:35][CH:36]=4)[CH:31]=[CH:30]3)[CH:20]=[CH:21][CH:22]=2)(=[O:15])=[O:14])[CH:12]=[CH:11][CH:10]=[CH:9][CH:8]=1 |f:0.1,3.4|. Reported procedure: Potassium tert. butoxide (58 mg, 0.58 mmol) is added to a solution of 1-{3-[(R)-2-[3-(phenylsulphonylamino)-phenyl]-2-hydroxy-ethylamino]-3-methyl-butyl}-1H-indole-5-carboxylic acid [free base (Zwitterion) of Example 6; 300 mg, 0.58 mmol] in 2 ml DMF. Then the reaction mixture is stirred for 10 minutes at RT and 2-diisopropylamino-ethyl chloride hydrochloride (115 mg, 0.58 mmol) is added. After 72 hours stirring at RT the reaction mixture is diluted with 30 ml of ethyl acetate and extracted four... Product: C(C)(C)OC=1C=C(C=CC1)C12C(CN(C(CC(C1)N1C(C3=CC=CC=C3C1=O)=O)C2)C)C (2-[5-(3-Isopropoxyphenyl)-2,4-dimethyl-2-aza-bicyclo [3.3.1]non-7-yl]-isoindole-1,3-dione). Procedure: 5-(3-Isopropoxy-phenyl)-2,4-dimethyl-2-aza-bicyclo[3.3.1 ]non-7-ylamine (2.4) (1.69 g, 5.6 mmol) was dissolved in toluene followed by the addition of phthalic anhydride (2.5 g, 16.8 mmol) and the reaction mixture was refluxed with a Dean-Stark trap overnight. The solution was then cooled, diluted with ethyl acetate, and filtered into a separatory funnel. The organic layer was washed with 1 N NaOH (3×30 ml) and water. The organic layer was collected, dried (Na2SO4) and the solvent removed under r... Starting materials: C(C)(C)OC=1C=C(C=CC1)C12C(CN(C(CC(C1)N)C2)C)C (5-(3-Isopropoxy-phenyl)-2,4-dimethyl-2-aza-bicyclo[3.3.1 ]non-7-ylamine), C1(C=2C(C(=O)O1)=CC=CC2)=O (phthalic anhydride). The solvent is C1(=CC=CC=C1)C (toluene), C(C)(=O)OCC (ethyl acetate). The yield is 61.9%. As a reaction SMILES: [CH:1]([O:4][C:5]1[CH:6]=[C:7]([C:11]23[CH2:20][CH:15]([CH2:16][CH:17]([NH2:19])[CH2:18]2)[N:14]([CH3:21])[CH2:13][CH:12]3[CH3:22])[CH:8]=[CH:9][CH:10]=1)([CH3:3])[CH3:2].[C:23]1(=O)[O:28][C:26](=[O:27])[C:25]2=[CH:29][CH:30]=[CH:31][CH:32]=[C:24]12>C1(C)C=CC=CC=1.C(OCC)(=O)C>[CH:1]([O:4][C:5]1[CH:6]=[C:7]([C:11]23[CH2:20][CH:15]([CH2:16][CH:17]([N:19]4[C:26](=[O:27])[C:25]5[C:24](=[CH:32][CH:31]=[CH:30][CH:29]=5)[C:23]4=[O:28])[CH2:18]2)[N:14]([CH3:21])[CH2:13][CH:12]3[CH3:22])[CH:8]=[CH:9][CH:10]=1)([CH3:3])[CH3:2]. RXN SMILES: [H-].[Na+].[CH2:3]([O:5][C:6]([PH:11](=[O:15])[O:12][CH2:13][CH3:14])([O:8][CH2:9][CH3:10])[CH3:7])[CH3:4].Cl[CH2:17][F:18]>C1COCC1>[F:18][CH2:17][P:11]([C:6]([O:5][CH2:3][CH3:4])([O:8][CH2:9][CH3:10])[CH3:7])(=[O:15])[O:12][CH2:13][CH3:14] |f:0.1|. Yield: 42.0%. Conditions: temperature -10 celsius. Reported procedure: Sodium hydride (1.4 g, 57.1 mmol) was suspended in THF (50 mL) in a pressure flask under a nitrogen atmosphere and cooled to −10° C. with stirring. Ethyl (1,1-diethoxyethyl)phosphinate (10.0 g, 47.6 mmol) in THF (20 mL) was added dropwise to the mixture over 10 minutes; the internal temperature was maintained below 0° C. during the addition. On completion of addition, the reaction mixture was allowed to stir at this temperature for 90 minutes. The flask was cooled to −78° C. and chlorofluorometh... The reactants are [H-].[Na+] (Sodium hydride), C(C)OC(C)(OCC)P(OCC)=O (Ethyl (1,1-diethoxyethyl)phosphinate), ClCF (chlorofluoromethane). The solvent is C1CCOC1 (THF), C1CCOC1 (THF). Product: FCP(OCC)(=O)C(C)(OCC)OCC (ethyl (fluoromethyl)(1,1-diethoxyethyl)phosphinate), oil. Reactants: N1C=NC=C1 (imidazole), ClC=1N=C(C2=C(N1)SC(=C2C)C)NCC2=CC1=C(C=C2)OCCO1 (2-chloro-5,6-dimethyl-4-(3,4-ethylendioxybenzylamino)-thieno-[2,3-d]-pyrimidine). Product: N1(C=NC=C1)C=1N=C(C2=C(N1)SC(=C2C)C)NCC2=CC1=C(C=C2)OCCO1 (2-(imidazol-1-yl)-5,6-dimethyl-4-(3,4-ethylendioxybenzylamino)-thieno-[2,3-d]-pyrimidine). As a reaction SMILES: [NH:1]1[CH:5]=[CH:4][N:3]=[CH:2]1.Cl[C:7]1[N:8]=[C:9]([NH:18][CH2:19][C:20]2[CH:25]=[CH:24][C:23]3[O:26][CH2:27][CH2:28][O:29][C:22]=3[CH:21]=2)[C:10]2[C:15]([CH3:16])=[C:14]([CH3:17])[S:13][C:11]=2[N:12]=1>>[N:1]1([C:7]2[N:8]=[C:9]([NH:18][CH2:19][C:20]3[CH:25]=[CH:24][C:23]4[O:26][CH2:27][CH2:28][O:29][C:22]=4[CH:21]=3)[C:10]3[C:15]([CH3:16])=[C:14]([CH3:17])[S:13][C:11]=3[N:12]=2)[CH:5]=[CH:4][N:3]=[CH:2]1. Procedure: Following the procedure of Example 97, the reaction of imidazole with 2-chloro-5,6-dimethyl-4-(3,4-ethylendioxybenzylamino)-thieno-[2,3-d]-pyrimidine gives 2-(imidazol-1-yl)-5,6-dimethyl-4-(3,4-ethylendioxybenzylamino)-thieno-[2,3-d]-pyrimidine. Reactants: CC(=O)O[BH-](OC(C)=O)OC(C)=O, c1ccc(CC2CCCNC2)cc1, ClCCl, CC(=O)O, CO, NC(=O)c1ccc(Oc2ccc(C=O)cc2)nc1, ClCCCl, [Na+]. Product: NC(=O)c1ccc(Oc2ccc(CN3CCCC(Cc4ccccc4)C3)cc2)nc1. As a reaction SMILES: [C:32]([O:33][BH-:34]([O:35][C:36](=[O:37])[CH3:38])[O:39][C:40](=[O:41])[CH3:42])(=[O:43])[CH3:44].[CH2:1]([c:2]1[cH:3][cH:4][cH:5][cH:6][cH:7]1)[CH:8]1[CH2:9][NH:10][CH2:11][CH2:12][CH2:13]1.[CH2:56]([Cl:57])[Cl:58].[CH3:46][C:47](=[O:48])[OH:49].[CH3:54][OH:55].[CH:14](=[O:15])[c:16]1[cH:17][cH:18][c:19]([O:20][c:21]2[n:22][cH:23][c:24]([C:25](=[O:26])[NH2:27])[cH:28][cH:29]2)[cH:30][cH:31]1.[Cl:50][CH2:51][CH2:52][Cl:53].[Na+:45]>>[CH2:1]([c:2]1[cH:3][cH:4][cH:5][cH:6][cH:7]1)[CH:8]1[CH2:9][N:10]([CH2:14][c:16]2[cH:17][cH:18][c:19]([O:20][c:21]3[n:22][cH:23][c:24]([C:25](=[O:26])[NH2:27])[cH:28][cH:29]3)[cH:30][cH:31]2)[CH2:11][CH2:12][CH2:13]1. Procedure details: In analogy to example 132, step 6, from (R)-3-(4-ethynyl-phenyl)-1-(2-methyl-pyridin-4-yl)-3-o-tolyl-propan-1-one and hydroxylamine hydrochloride in the presence of sodium hydrogencarbonate was prepared the title compound as a white foam, MS (ESI+): m/z=355.4 ([M+H]+). Reactants: C(#C)C1=CC=C(C=C1)[C@@H](CC(=O)C1=CC(=NC=C1)C)C1=C(C=CC=C1)C ((R)-3-(4-ethynyl-phenyl)-1-(2-methyl-pyridin-4-yl)-3-o-tolyl-propan-1-one), Cl.NO (hydroxylamine hydrochloride), C(O)([O-])=O.[Na+] (sodium hydrogencarbonate). Reaction SMILES: [C:1]([C:3]1[CH:8]=[CH:7][C:6]([C@H:9]([C:20]2[CH:25]=[CH:24][CH:23]=[CH:22][C:21]=2[CH3:26])[CH2:10][C:11]([C:13]2[CH:18]=[CH:17][N:16]=[C:15]([CH3:19])[CH:14]=2)=O)=[CH:5][CH:4]=1)#[CH:2].Cl.[NH2:28][OH:29].C(=O)([O-])O.[Na+]>>[C:1]([C:3]1[CH:8]=[CH:7][C:6]([C@H:9]([C:20]2[CH:25]=[CH:24][CH:23]=[CH:22][C:21]=2[CH3:26])[CH2:10][C:11]([C:13]2[CH:18]=[CH:17][N:16]=[C:15]([CH3:19])[CH:14]=2)=[N:28][OH:29])=[CH:5][CH:4]=1)#[CH:2] |f:1.2,3.4|. Product: C(#C)C1=CC=C(C=C1)[C@@H](CC(=NO)C1=CC(=NC=C1)C)C1=C(C=CC=C1)C ((R)-3-(4-Ethynyl-phenyl)-1-(2-methyl-pyridin-4-yl)-3-o-tolyl-propan-1-one oxime). The reactants are CC1SC2=CC=CC=C2CC1 (2-methyl-thiochromane), C(CC)(=O)Cl (propionyl chloride), [Al+3].[Cl-].[Cl-].[Cl-] (AlCl3). Run in ClC=CCl (1,2-dichloroethylene). Yields the product CC1SC2=CC=C(C=C2CC1)C(CC)=O (2-methyl-6-propionyl-thiochromane). Yield: 58.0%. As a reaction SMILES: [CH3:1][CH:2]1[CH2:11][CH2:10][C:9]2[C:4](=[CH:5][CH:6]=[CH:7][CH:8]=2)[S:3]1.[C:12](Cl)(=[O:15])[CH2:13][CH3:14].[Al+3].[Cl-].[Cl-].[Cl-]>ClC=CCl>[CH3:1][CH:2]1[CH2:11][CH2:10][C:9]2[C:4](=[CH:5][CH:6]=[C:7]([C:12](=[O:15])[CH2:13][CH3:14])[CH:8]=2)[S:3]1 |f:2.3.4.5|. Reported procedure: 83 gr. (0.5M) of 2-methyl-thiochromane are treated with 43.2 ml of propionyl chloride (0.5M) in the presence of 73 gr. of AlCl3 (0.55M) in 750 ml of 1,2-dichloroethylene in the already described preceding examples. 64 gr. of 2-methyl-6-propionyl-thiochromane are obtained. The reactants are O (water), O=S1(CC(CC1)COC1=C2C=CN(C2=CC=C1)C1=NC(=NC=C1)S(=O)CCC)=O (4-(1,1-dioxo-tetrahydro-1lambda*6*-thiophen-3-ylmethoxy)-1-[2-(propane-1-sulfinyl)-pyrimidin-4-yl]-1H-indole), Cl.C(C)OC(=O)C1CCC(CC1)N (4-amino-cyclohexanecarboxylic acid ethyl ester HCl salt), C(C)(C)N(CC)C(C)C (diisopropylethylamine). Solvent: CN1CCCC1=O (NMP). Run at temperature 80 celsius. Yields the product C(C)OC(=O)C1CCC(CC1)NC1=NC=CC(=N1)N1C=CC2=C(C=CC=C12)OCC1CS(CC1)(=O)=O (4-{4-[4-(1,1-dioxo-tetrahydro-1lambda*6*-thiophen-3-ylmethoxy)-indol-1-yl]-pyrimidin-2-ylamino}-cyclohexanecarboxylic acid ethyl ester). The yield is 75.3%. Reaction SMILES: [O:1]=[S:2]1(=[O:29])[CH2:6][CH2:5][CH:4]([CH2:7][O:8][C:9]2[CH:17]=[CH:16][CH:15]=[C:14]3[C:10]=2[CH:11]=[CH:12][N:13]3[C:18]2[CH:23]=[CH:22][N:21]=[C:20](S(CCC)=O)[N:19]=2)[CH2:3]1.Cl.[CH2:31]([O:33][C:34]([CH:36]1[CH2:41][CH2:40][CH:39]([NH2:42])[CH2:38][CH2:37]1)=[O:35])[CH3:32].C(N(C(C)C)CC)(C)C.O>CN1C(=O)CCC1>[CH2:31]([O:33][C:34]([CH:36]1[CH2:41][CH2:40][CH:39]([NH:42][C:20]2[N:19]=[C:18]([N:13]3[C:14]4[C:10](=[C:9]([O:8][CH2:7][CH:4]5[CH2:5][CH2:6][S:2](=[O:29])(=[O:1])[CH2:3]5)[CH:17]=[CH:16][CH:15]=4)[CH:11]=[CH:12]3)[CH:23]=[CH:22][N:21]=2)[CH2:38][CH2:37]1)=[O:35])[CH3:32] |f:1.2|. Reported procedure: To a solution of 4-(1,1-dioxo-tetrahydro-1lambda*6*-thiophen-3-ylmethoxy)-1-[2-(propane-1-sulfinyl)-pyrimidin-4-yl]-1H-indole 1.2 g) and 4-amino-cyclohexanecarboxylic acid ethyl ester HCl salt (1.12 g) in NMP (5 mL) was added diisopropylethylamine (1.4 mL). The mixture was heated to 80° C. for 18 hours, then cooled and poured into 75 mL water. The mixture was extracted with methylene chloride, and the combined organic layers were dried (MgSO4), filtered and concentrated under reduced pressure. T...